Dataset: the Open Reaction Database (ORD), a public repository of structured organic reaction records. Task: describe an organic reaction: reactants, conditions, products, and yield Starting materials: CCO, CCCCCCc1cc(S(C)(=N)=O)cc2c(=O)c3cc(C(=O)OC)ccc3oc12, Cl, [Na+], [OH-]. Product: CCCCCCc1cc(S(C)(=N)=O)cc2c(=O)c3cc(C(=O)O)ccc3oc12. As a reaction SMILES: [CH3:33][CH2:34][OH:35].[CH3:3][S:4](=[O:5])(=[NH:6])[c:7]1[cH:8][c:9]([CH2:26][CH2:27][CH2:28][CH2:29][CH2:30][CH3:31])[c:10]2[o:11][c:12]3[cH:13][cH:14][c:15]([C:22](=[O:23])[O:24][CH3:25])[cH:16][c:17]3[c:18](=[O:21])[c:19]2[cH:20]1.[ClH:32].[Na+:2].[OH-:1]>>[CH3:3][S:4](=[O:5])(=[NH:6])[c:7]1[cH:8][c:9]([CH2:26][CH2:27][CH2:28][CH2:29][CH2:30][CH3:31])[c:10]2[o:11][c:12]3[cH:13][cH:14][c:15]([C:22](=[O:23])[OH:24])[cH:16][c:17]3[c:18](=[O:21])[c:19]2[cH:20]1. Conditions: time 8 hour. Product: C(C)(C)(C)OC(NC1=CC(=C(C=C1)F)OC1=CC=C2C(=N1)SC(=N2)N)=O (tert-butyl{3-[(2-amino[1,3]thiazolo[5,4-b]pyridin-5-yl)oxy]-4-fluorophenyl}carbamate). Yield: 65.4%. Run in C(C)(=O)O (acetic acid). As a reaction SMILES: [C:1]([O:5][C:6](=[O:23])[NH:7][C:8]1[CH:13]=[CH:12][C:11]([F:14])=[C:10]([O:15][C:16]2[CH:21]=[CH:20][C:19]([NH2:22])=[CH:18][N:17]=2)[CH:9]=1)([CH3:4])([CH3:3])[CH3:2].[S-:24][C:25]#[N:26].[K+].BrBr>C(O)(=O)C>[C:1]([O:5][C:6](=[O:23])[NH:7][C:8]1[CH:13]=[CH:12][C:11]([F:14])=[C:10]([O:15][C:16]2[N:17]=[C:18]3[S:24][C:25]([NH2:26])=[N:22][C:19]3=[CH:20][CH:21]=2)[CH:9]=1)([CH3:4])([CH3:2])[CH3:3] |f:1.2|. Reported procedure: To a solution of tert-butyl{3-[(5-aminopyridin-2-yl)oxy]-4-fluorophenyl}carbamate (2.50 g, 7.8 mmol) and potassium thiocyanate (2.92 g, 30 mmol) in acetic acid (30 mL) was added dropwise bromine (1.93 g, 12 mmol) under ice-cooling, and the mixture was stirred at room temperature overnight. The yellow insoluble material was filtered off, and the filtrate was concentrated under reduced pressure. To the residue was added saturated aqueous sodium hydrogen carbonate solution (100 mL), and the mixture... The reactants are C(C)(C)(C)OC(NC1=CC(=C(C=C1)F)OC1=NC=C(C=C1)N)=O (tert-butyl{3-[(5-aminopyridin-2-yl)oxy]-4-fluorophenyl}carbamate), [S-]C#N.[K+] (potassium thiocyanate), BrBr (bromine). Reactants: NC1=NC=CC=C1 (2-aminopyridine), BrCC(=O)C1=CC=C(C=C1)[N+](=O)[O-] (2-bromo-4′-nitroacetophenone), C([O-])(O)=O.[Na+] (sodium bicarbonate). Solvent: CCO (EtOH). Reaction conditions: time 2 hour. Product: [N+](=O)([O-])C1=CC=C(C=C1)C=1N=C2N(C=CC=C2)C1 (2-(4-Nitrophenyl)imidazo[1,2-a]pyridine). Isolated yield 55.1%. Reaction SMILES: [NH2:1][C:2]1[CH:7]=[CH:6][CH:5]=[CH:4][N:3]=1.Br[CH2:9][C:10]([C:12]1[CH:17]=[CH:16][C:15]([N+:18]([O-:20])=[O:19])=[CH:14][CH:13]=1)=O.C(=O)(O)[O-].[Na+]>CCO>[N+:18]([C:15]1[CH:16]=[CH:17][C:12]([C:10]2[N:1]=[C:2]3[CH:7]=[CH:6][CH:5]=[CH:4][N:3]3[CH:9]=2)=[CH:13][CH:14]=1)([O-:20])=[O:19] |f:2.3|. Procedure: A mixture of 2-aminopyridine (0.20 g, 2.11 mmol) and 2-bromo-4′-nitroacetophenone (0.5 g, 2.05 mmol) in EtOH (25 ml) was heated under reflux for 18 h. The reaction mixture was allowed to cool and sodium bicarbonate (88 mg, 1.05 mmol) was added and heating was continued for 2 h. On cooling to room temperature, the solvent was removed under reduced pressure and the residue was dissolved in DCM (40 ml), washed with water (40 ml), and dried (Na2SO4). The solvent was removed under reduced pressure to... Starting materials: COC1=CC=C(C=C1)[Mg]Br (4-methoxy-phenylmagnesium bromide), O1CCOC12CCC(CC2)C#N (1,4-dioxa-spiro[4.5]decane-8-carbonitrile), [BH4-].[Na+] (sodium borohydride), Cl (hydrochloric acid), S(=O)(=O)([O-])[O-].[Na+].[Na+] (sodium sulphate), [OH-].[Na+] (sodium hydroxide). Run in C1CCOC1 (THF), COC(C)(C)C (t-butyl methyl ether), ClCCl (dichloromethane). Conditions: temperature 0 celsius. The product is O1CCOC12CCC(CC2)C(C2=CC=C(C=C2)OC)N (C-(1,4-Dioxa-spiro[4.5]dec-8-yl)-C-(4-methoxy-phenyl)-methylamine). RXN SMILES: [CH3:1][O:2][C:3]1[CH:8]=[CH:7][C:6]([Mg]Br)=[CH:5][CH:4]=1.[O:11]1[C:15]2([CH2:20][CH2:19][CH:18]([C:21]#[N:22])[CH2:17][CH2:16]2)[O:14][CH2:13][CH2:12]1.S([O-])([O-])(=O)=O.[Na+].[Na+].[BH4-].[Na+].Cl.[OH-].[Na+]>C1COCC1.COC(C)(C)C.ClCCl>[O:11]1[C:15]2([CH2:20][CH2:19][CH:18]([CH:21]([NH2:22])[C:6]3[CH:7]=[CH:8][C:3]([O:2][CH3:1])=[CH:4][CH:5]=3)[CH2:17][CH2:16]2)[O:14][CH2:13][CH2:12]1 |f:2.3.4,5.6,8.9|. Procedure details: Under argon, 4-methoxy-phenylmagnesium bromide (0.5M in THF, 24 mL, 12 mmol) was added to a solution of 1,4-dioxa-spiro[4.5]decane-8-carbonitrile (1.0 g, 6 mmol) in THF (100 mL). The mixture was stirred under reflux for 16 hours. The reaction mixture was then cooled to 0° C. Saturated sodium sulphate solution was added dropwise until no more precipitate formed. The precipitate was removed by filtration and washed with THF. The combined organic phases were stirred with sodium borohydride (452 mg,... Starting materials: FC(C(\C=C\C1=CC=C(C=C1)O)=O)(F)F ((E)-1,1,1-trifluoro-4-(4-hydroxyphenyl) 3-buten-2-one), C([O-])([O-])=O.[K+].[K+] (potassium carbonate), BrCC(=O)OC(C)(C)C (tert-butyl bromoacetate). Run in CC(=O)C (acetone), C1(=CC=CC=C1)C (toluene). Reaction conditions: temperature 22 celsius, time 3 hour. The product is FC(C(/C=C/C1=CC=C(OCC(=O)OC(C)(C)C)C=C1)=O)(F)F ((E)-4-(4,4,4-trifluoro-3-oxo-1-butenyl)phenoxyacetic Acid, 1,1-dimethylethyl Ester). Isolated yield 92.7%. RXN SMILES: [F:1][C:2]([F:15])([F:14])[C:3](=[O:13])/[CH:4]=[CH:5]/[C:6]1[CH:11]=[CH:10][C:9]([OH:12])=[CH:8][CH:7]=1.C(=O)([O-])[O-].[K+].[K+].Br[CH2:23][C:24]([O:26][C:27]([CH3:30])([CH3:29])[CH3:28])=[O:25]>CC(C)=O.C1(C)C=CC=CC=1>[F:1][C:2]([F:14])([F:15])[C:3](=[O:13])/[CH:4]=[CH:5]/[C:6]1[CH:11]=[CH:10][C:9]([O:12][CH2:23][C:24]([O:26][C:27]([CH3:30])([CH3:29])[CH3:28])=[O:25])=[CH:8][CH:7]=1 |f:1.2.3|. Procedure details: A solution of (E)-1,1,1-trifluoro-4-(4-hydroxyphenyl) 3-buten-2-one (0.105 g, 0.49 mmol) in acetone (6 ml) was treated with powdered potassium carbonate (0.3 g) and tert-butyl bromoacetate (0.20 g, 1.02 mmol) and stirred at 22° C. for 3 h. The reaction mixture was then diluted with toluene, washed with brine, dried (magnesium sulfate) and concentrated under reduced pressure. The residue was chromatographed on silica gel (elution toluene-ethyl acetate 2%) and gave 0.150 g (94%) of the title mater... Starting materials: CCO, CC=Cc1ccc(O)c(OC)c1, ClCC1CO1, [Na+], [OH-]. Yields the product CC=C1Oc2cc(O)c(OC)cc21. As a reaction SMILES: [CH3:20][CH2:21][OH:22].[CH3:6][O:7][c:8]1[cH:9][c:10]([CH:11]=[CH:12][CH3:13])[cH:14][cH:15][c:16]1[OH:17].[Cl:1][CH2:2][CH:3]1[CH2:4][O:5]1.[Na+:19].[OH-:18]>>[O:5]1[C:11](=[CH:12][CH3:13])[c:10]2[cH:9][c:8]([O:7][CH3:6])[c:16]([OH:17])[cH:15][c:14]21.